From a dataset of the Open Reaction Database (ORD), a public repository of structured organic reaction records. describe an organic reaction: reactants, conditions, products, and yield Reactants: C1(=CC=C(C=C1)S(=O)(=O)OCC=C)C (Allyl p-toluenesulphonate), CC1=C(N)C(=CC=C1)C (2,6-dimethylaniline). Run in O (water). Yields the product CC1=C(C(=CC=C1)C)NCC=C (2,6-dimethylphenyl allylamine). RXN SMILES: [C:1]1(C)[CH:6]=CC(S(OCC=C)(=O)=O)=C[CH:2]=1.[CH3:15][C:16]1[CH:22]=[CH:21][CH:20]=[C:19]([CH3:23])[C:17]=1[NH2:18]>O>[CH3:15][C:16]1[CH:22]=[CH:21][CH:20]=[C:19]([CH3:23])[C:17]=1[NH:18][CH2:6][CH:1]=[CH2:2]. Reported procedure: Allyl p-toluenesulphonate (10.6 g, 0.05 mole) was heated with 2,6-dimethylaniline (6.0 g, 0.05 mole) in a steam bath for 2 hours, poured into water (100 ml), extracted into methylenedichloride (50 ml), dried (MgSO4), filtered, solvent evaporated and the product distilled to give 2,6-dimethylphenyl allylamine, identical with that in Route II. Subsequent steps were the same as for Route II.